This data is from the Open Reaction Database (ORD), a public repository of structured organic reaction records. The task is: describe an organic reaction: reactants, conditions, products, and yield Starting materials: ClC1=CC=C(C=C1)P(C1=CC=C(C=C1)Cl)C1=CC=C(C=C1)Cl (tris(4-chlorophenyl)phosphine), CI (methyl iodide). The product is [I-].C[P+](C1=CC=C(C=C1)Cl)(C1=CC=C(C=C1)Cl)C1=CC=C(C=C1)Cl (methyltris(4-chlorophenyl)phosphonium iodide). The yield is 92.9%. Reaction SMILES: [Cl:1][C:2]1[CH:7]=[CH:6][C:5]([P:8]([C:16]2[CH:21]=[CH:20][C:19]([Cl:22])=[CH:18][CH:17]=2)[C:9]2[CH:14]=[CH:13][C:12]([Cl:15])=[CH:11][CH:10]=2)=[CH:4][CH:3]=1.[CH3:23][I:24]>>[I-:24].[CH3:23][P+:8]([C:16]1[CH:21]=[CH:20][C:19]([Cl:22])=[CH:18][CH:17]=1)([C:9]1[CH:14]=[CH:13][C:12]([Cl:15])=[CH:11][CH:10]=1)[C:5]1[CH:6]=[CH:7][C:2]([Cl:1])=[CH:3][CH:4]=1 |f:2.3|. Procedure: Starting from 8.28 g (22.6 mmol) of tris(4-chlorophenyl)phosphine and 5.7 g (40 mmol, 1.8 eq) of methyl iodide, 10.64 g (21.0 mmol, 92.8%) of methyltris(4-chlorophenyl)phosphonium iodide was obtained: mp>250° C. Reactants: CNC(=O)F (methylcarbamoyl fluoride), ClC(SCl)(Cl)Cl (trichloromethanesulfenyl chloride), CCOP(=S)(OCC)OC1=CC2=C(C=C1)C(=CC(=O)O2)C (Farbenfabriken Bayer). Yields the product CN(C(=O)F)SC(Cl)(Cl)Cl (N-Methyl-N-trichloromethanesulfenylcarbamoyl fluoride). As a reaction SMILES: [CH3:1][NH:2][C:3]([F:5])=[O:4].[Cl:6][C:7]([Cl:11])([Cl:10])[S:8]Cl.CCOP(OC1C=CC2C(C)=CC(OC=2C=1)=O)(OCC)=S>>[CH3:1][N:2]([S:8][C:7]([Cl:11])([Cl:10])[Cl:6])[C:3]([F:5])=[O:4]. Procedure details: N-Methyl-N-trichloromethanesulfenylcarbamoyl fluoride was prepared from methylcarbamoyl fluoride and trichloromethanesulfenyl chloride according to the method reported in West Germany Pat. No. 1.297,095 (Farbenfabriken Bayer, A. G), June 12, 1969.